describe an organic reaction: reactants, conditions, products, and yield From a dataset of the Open Reaction Database (ORD), a public repository of structured organic reaction records. The reactants are C(C)(C)C=1C=CC(=NC1)S(=O)(=O)NC1=NC(=NC(=C1OC1=C(C=CC=C1)OC)OCCN)C1CC1 (5-i-propyl-N-[6-(2-aminoethoxy)-5-(o-methoxyphenoxy)-2-cyclopropyl-pyrimidin-4-yl]-pyridine-2-sulfonamide), C(C)S(=O)(=O)Cl (ethanesulfonylchloride). Product: C(C)(C)C=1C=CC(=NC1)S(=O)(=O)NC1=NC(=NC(=C1OC1=C(C=CC=C1)OC)OCCNS(=O)(=O)CC)C1CC1 (5-i-propyl-N-[6-(2-ethanesulfonylamino-ethoxy)-5-(o-methoxyphenoxy)-2-cyclopropyl-pyrimidin-4-yl]-pyridine-2-sulfonamide). RXN SMILES: [CH:1]([C:4]1[CH:5]=[CH:6][C:7]([S:10]([NH:13][C:14]2[C:19]([O:20][C:21]3[CH:26]=[CH:25][CH:24]=[CH:23][C:22]=3[O:27][CH3:28])=[C:18]([O:29][CH2:30][CH2:31][NH2:32])[N:17]=[C:16]([CH:33]3[CH2:35][CH2:34]3)[N:15]=2)(=[O:12])=[O:11])=[N:8][CH:9]=1)([CH3:3])[CH3:2].[CH2:36]([S:38](Cl)(=[O:40])=[O:39])[CH3:37]>>[CH:1]([C:4]1[CH:5]=[CH:6][C:7]([S:10]([NH:13][C:14]2[C:19]([O:20][C:21]3[CH:26]=[CH:25][CH:24]=[CH:23][C:22]=3[O:27][CH3:28])=[C:18]([O:29][CH2:30][CH2:31][NH:32][S:38]([CH2:36][CH3:37])(=[O:40])=[O:39])[N:17]=[C:16]([CH:33]3[CH2:34][CH2:35]3)[N:15]=2)(=[O:12])=[O:11])=[N:8][CH:9]=1)([CH3:3])[CH3:2]. Procedure: According to Example 39) 250 mg 5-i-propyl-N-[6-(2-aminoethoxy)-5-(o-methoxyphenoxy)-2-cyclopropyl-pyrimidin-4-yl]-pyridine-2-sulfonamide was reacted with ethanesulfonylchloride to give 212 mg 5-i-propyl-N-[6-(2-ethanesulfonylamino-ethoxy)-5-(o-methoxyphenoxy)-2-cyclopropyl-pyrimidin-4-yl]-pyridine-2-sulfonamide. LC-MS: tR=5.18 min, [M−1]−=589.93.